This data is from the Open Reaction Database (ORD), a public repository of structured organic reaction records. The task is: describe an organic reaction: reactants, conditions, products, and yield Reactants: C(C)[Mg]Br (ethyl magnesiumbromide), IC=1N=C2N(CCN(C2)C(=O)OCC2=CC=CC=C2)C1C (benzyl 2-iodo-3-methyl-5,6-dihydroimidazo[1,2-a]pyrazine-7(8H)-carboxylate), C(C)(=O)O (acetic acid). Solvent: C1CCOC1 (THF). Run at temperature 0 celsius, time 15 minute. Yields the product C(C1=CC=CC=C1)OC(=O)N1CC=2N(CC1)C(=C(N2)C(=O)O)C (3-Methy-5,6-dihydro -8H-imidazo[1,2-a] pyrazine-2,7-dicarboxylic acid 7-benzyl ester). Yield: 52.3%. As a reaction SMILES: I[C:2]1[N:3]=[C:4]2[CH2:9][N:8]([C:10]([O:12][CH2:13][C:14]3[CH:19]=[CH:18][CH:17]=[CH:16][CH:15]=3)=[O:11])[CH2:7][CH2:6][N:5]2[C:20]=1[CH3:21].C([Mg]Br)C.[C:26]([OH:29])(=[O:28])C>C1COCC1>[CH2:13]([O:12][C:10]([N:8]1[CH2:7][CH2:6][N:5]2[C:20]([CH3:21])=[C:2]([C:26]([OH:29])=[O:28])[N:3]=[C:4]2[CH2:9]1)=[O:11])[C:14]1[CH:19]=[CH:18][CH:17]=[CH:16][CH:15]=1. Procedure: A solution of benzyl 2-iodo-3-methyl-5,6-dihydroimidazo[1,2-a]pyrazine-7(8H)-carboxylate (900mg, 2.266 mmol) in dry THF (25 ml) was cooled to 0 ° C. and ethyl magnesiumbromide (1.888 ml, 5.66 mmol) was added at such a rate as to maintain the reaction temperature below 2.5° C. The reaction was stirred under Nitrogen at 0 ° C. for 15 minutes, then the reaction was quenched with a stream of carbon dioxide. The reaction was concentrated to solids and acetic acid (0.60 ml, 10.48 mmol) ethyl acetate (... The reactants are C([O-])([O-])=O.[K+].[K+] (potassium carbonate), CC1N=C(OC1C)C1(CCOCC1)C=1C=C(C=CC1)SC1=CC=C(C=C1)N1N=C(NC1=O)C (2-[4-({3-[4-(4,5-dimethyl-4,5-dihydro-1,3-oxazol-2-yl)tetrahydro-2H-pyran-4-yl]phenyl}thio)phenyl]-5-methyl-2,4-dihydro-3H-1,2,4-triazol-3-one), CI (Methyl iodide). The solvent is CN(C=O)C (dimethylformamide). Run at time 15 minute. Yields the product CC1N=C(OC1C)C1(CCOCC1)C=1C=C(C=CC1)SC1=CC=C(C=C1)N1N=C(N(C1=O)C)C (2-[4-({3-[4-(4,5-dimethyl-4,5-dihydro-1,3-oxazol-2-yl)tetrahydro-2H-pyran-4-yl]phenyl}thio)phenyl]-4,5-dimethyl-2,4-dihydro-3H-1,2,4-triazol-3-one). As a reaction SMILES: [C:1](=[O:4])([O-])[O-].[K+].[K+].[CH3:7][CH:8]1[CH:12]([CH3:13])[O:11][C:10]([C:14]2([C:20]3[CH:21]=[C:22]([S:26][C:27]4[CH:32]=[CH:31][C:30]([N:33]5[C:37](=O)[NH:36][C:35]([CH3:39])=[N:34]5)=[CH:29][CH:28]=4)[CH:23]=[CH:24][CH:25]=3)[CH2:19][CH2:18][O:17][CH2:16][CH2:15]2)=[N:9]1.CI>CN(C)C=O>[CH3:7][CH:8]1[CH:12]([CH3:13])[O:11][C:10]([C:14]2([C:20]3[CH:21]=[C:22]([S:26][C:27]4[CH:28]=[CH:29][C:30]([N:33]5[C:1](=[O:4])[N:36]([CH3:37])[C:35]([CH3:39])=[N:34]5)=[CH:31][CH:32]=4)[CH:23]=[CH:24][CH:25]=3)[CH2:15][CH2:16][O:17][CH2:18][CH2:19]2)=[N:9]1 |f:0.1.2|. Reported procedure: Solid potassium carbonate (4.5 mmol) is added to a solution of 2-[4-({3-[4-(4,5-dimethyl-4,5-dihydro-1,3-oxazol-2-yl)tetrahydro-2H-pyran-4-yl]phenyl}thio)phenyl]-5-methyl-2,4-dihydro-3H-1,2,4-traizol-3-one (1.0 mmol) (example 21) in dry dimethylformamide. The reaction mixture is stirred a room temperature for about 15 minutes. Methyl iodide (3.0 mmol) is added and the reaction mixture is heated at about 100° C. for about 12 hours. The solvent is evaporated under vacuum, water is added and the re...